From a dataset of the Open Reaction Database (ORD), a public repository of structured organic reaction records. describe an organic reaction: reactants, conditions, products, and yield Reactants: OC1=C(C(=O)OC2=CC=CC=C2)C=CC(=C1)I (phenyl 2-hydroxy-4-iodobenzoate), Cl (HCl), CN(C)C=O (DMF). Reagents/catalysts: [C-]#N.[C-]#N.[Zn+2] (Zn(CN)2), C=1C=CC(=CC1)[P](C=2C=CC=CC2)(C=3C=CC=CC3)[Pd]([P](C=4C=CC=CC4)(C=5C=CC=CC5)C=6C=CC=CC6)([P](C=7C=CC=CC7)(C=8C=CC=CC8)C=9C=CC=CC9)[P](C=1C=CC=CC1)(C=1C=CC=CC1)C=1C=CC=CC1 (Pd(Ph3P)4). Run at temperature 80 celsius. Yields the product C(#N)C1=CC(=C(C(=O)OC2=CC=CC=C2)C=C1)O (Phenyl 4-Cyano-2-hydroxybenzoate). Reaction SMILES: [OH:1][C:2]1[CH:16]=[C:15](I)[CH:14]=[CH:13][C:3]=1[C:4]([O:6][C:7]1[CH:12]=[CH:11][CH:10]=[CH:9][CH:8]=1)=[O:5].Cl.[CH3:19][N:20](C=O)C>[C-]#N.[C-]#N.[Zn+2].C1C=CC([P]([Pd]([P](C2C=CC=CC=2)(C2C=CC=CC=2)C2C=CC=CC=2)([P](C2C=CC=CC=2)(C2C=CC=CC=2)C2C=CC=CC=2)[P](C2C=CC=CC=2)(C2C=CC=CC=2)C2C=CC=CC=2)(C2C=CC=CC=2)C2C=CC=CC=2)=CC=1>[C:19]([C:15]1[CH:14]=[CH:13][C:3]([C:4]([O:6][C:7]2[CH:12]=[CH:11][CH:10]=[CH:9][CH:8]=2)=[O:5])=[C:2]([OH:1])[CH:16]=1)#[N:20] |f:3.4.5,^1:32,34,53,72|. Procedure details: A solution of phenyl 2-hydroxy-4-iodobenzoate, as described in Example 1, Step A, (2.38 g, 7.0 mmol) and Zn(CN)2 (575 mg, 4.9 mmol) in DMF was degassed with argon for 25 minutes. Pd(Ph3P)4 (404 mg, 0.35 mmol) was added and the mixture heated to 80° C. for 16 hr. The mixture was poured into 1N HCl and extracted with EtOAc (2×), washed with water then brine, dried (MgSO4) and the solvent removed. Chromatography of the residue (silica gel; hexane:EtOAc 9:1) afforded the title compound as a white so... The reactants are [Br-], CC[Mg+], O=Cc1cccc2ccccc12, C1CCOC1. Yields the product CCC(O)c1cccc2ccccc12. Reaction SMILES: [Br-:1].[CH2:2]([CH3:3])[Mg+:4].[CH:5](=[O:6])[c:7]1[cH:8][cH:9][cH:10][c:11]2[cH:12][cH:13][cH:14][cH:15][c:16]12.[O:17]1[CH2:18][CH2:19][CH2:20][CH2:21]1>>[CH2:2]([CH3:3])[CH:5]([OH:6])[c:7]1[cH:8][cH:9][cH:10][c:11]2[cH:12][cH:13][cH:14][cH:15][c:16]12.